This data is from the Open Reaction Database (ORD), a public repository of structured organic reaction records. The task is: describe an organic reaction: reactants, conditions, products, and yield The reactants are OCCCCCCCCCCCCCCCCOC1OC(COCc2ccccc2)C(OCc2ccccc2)C(OCc2ccccc2)C1OCc1ccccc1, ClCCl, CCO, O=[Cr](=O)([O-])O[Cr](=O)(=O)[O-], O=S(=O)(O)O, c1cc[nH+]cc1, c1cc[nH+]cc1. Yields the product O=CCCCCCCCCCCCCCCCOC1OC(COCc2ccccc2)C(OCc2ccccc2)C(OCc2ccccc2)C1OCc1ccccc1. As a reaction SMILES: [CH2:22]([c:23]1[cH:24][cH:25][cH:26][cH:27][cH:28]1)[O:29][CH:30]1[CH:31]([O:61][CH2:62][CH2:63][CH2:64][CH2:65][CH2:66][CH2:67][CH2:68][CH2:69][CH2:70][CH2:71][CH2:72][CH2:73][CH2:74][CH2:75][CH2:76][CH2:77][OH:78])[O:32][CH:33]([CH2:52][O:53][CH2:54][c:55]2[cH:56][cH:57][cH:58][cH:59][cH:60]2)[CH:34]([O:44][CH2:45][c:46]2[cH:47][cH:48][cH:49][cH:50][cH:51]2)[CH:35]1[O:36][CH2:37][c:38]1[cH:39][cH:40][cH:41][cH:42][cH:43]1.[CH2:79]([Cl:80])[Cl:81].[CH3:87][CH2:88][OH:89].[Cr:1]([O:2][Cr:3]([O-:4])(=[O:5])=[O:6])([O-:7])(=[O:8])=[O:9].[S:82](=[O:83])(=[O:84])([OH:85])[OH:86].[nH+:10]1[cH:11][cH:12][cH:13][cH:14][cH:15]1.[nH+:16]1[cH:17][cH:18][cH:19][cH:20][cH:21]1>>[CH2:22]([c:23]1[cH:24][cH:25][cH:26][cH:27][cH:28]1)[O:29][CH:30]1[CH:31]([O:61][CH2:62][CH2:63][CH2:64][CH2:65][CH2:66][CH2:67][CH2:68][CH2:69][CH2:70][CH2:71][CH2:72][CH2:73][CH2:74][CH2:75][CH2:76][CH:77]=[O:78])[O:32][CH:33]([CH2:52][O:53][CH2:54][c:55]2[cH:56][cH:57][cH:58][cH:59][cH:60]2)[CH:34]([O:44][CH2:45][c:46]2[cH:47][cH:48][cH:49][cH:50][cH:51]2)[CH:35]1[O:36][CH2:37][c:38]1[cH:39][cH:40][cH:41][cH:42][cH:43]1. The reactants are COC([O-])=O.C[N+]1(CCCC1)C (N,N-dimethylpyrrolidinium methyl carbonate), C1(=CC=CC=C1)O (phenol). Yields the product C1(=CC=CC=C1)[O-].C[N+]1(CCCC1)C (dimethylpyrrolidinium phenolate). Isolated yield 97.0%. Reaction SMILES: COC(=O)[O-].[CH3:6][N+:7]1([CH3:12])[CH2:11][CH2:10][CH2:9][CH2:8]1.[C:13]1([OH:19])[CH:18]=[CH:17][CH:16]=[CH:15][CH:14]=1>>[C:13]1([O-:19])[CH:18]=[CH:17][CH:16]=[CH:15][CH:14]=1.[CH3:6][N+:7]1([CH3:12])[CH2:11][CH2:10][CH2:9][CH2:8]1 |f:0.1,3.4|. Procedure: By following the same procedure as Example 7 except that 10.0 g of N,N-dimethylpyrrolidinium methyl carbonate and 5.4 g of phenol were used, 10.7 g (yield of 94.7% to N-methylpyrrolidine) of dimethylpyrrolidinium phenolate was obtained. Reactants: C(C)OC1=NN(C=C1CCC(=O)OCC)CC1=CC=C(C=C1)O (ethyl 3-[3-ethoxy-1-(4-hydroxybenzyl)-1H-pyrazol-4-yl]propionate), Cl.ClCC1=NC2=CC=CC=C2C=C1 (2-chloromethylquinoline hydrochloride), C([O-])([O-])=O.[K+].[K+] (potassium carbonate), CN(C=O)C (N,N-dimethylformamide). The solvent is O (water). Run at temperature 80 celsius, time 5 hour. Yields the product C(C)OC1=NN(C=C1CCC(=O)O)CC1=CC=C(C=C1)OCC1=NC2=CC=CC=C2C=C1 (3-[3-ethoxy-1-[4-(2-quinolylmethoxy)benzyl]-1H-pyrazol-4-yl]propionic acid). Isolated yield 86.1%. Reaction SMILES: [CH2:1]([O:3][C:4]1[C:8]([CH2:9][CH2:10][C:11]([O:13]CC)=[O:12])=[CH:7][N:6]([CH2:16][C:17]2[CH:22]=[CH:21][C:20]([OH:23])=[CH:19][CH:18]=2)[N:5]=1)[CH3:2].Cl.Cl[CH2:26][C:27]1[CH:36]=[CH:35][C:34]2[C:29](=[CH:30][CH:31]=[CH:32][CH:33]=2)[N:28]=1.C(=O)([O-])[O-].[K+].[K+].CN(C)C=O>O>[CH2:1]([O:3][C:4]1[C:8]([CH2:9][CH2:10][C:11]([OH:13])=[O:12])=[CH:7][N:6]([CH2:16][C:17]2[CH:18]=[CH:19][C:20]([O:23][CH2:26][C:27]3[CH:36]=[CH:35][C:34]4[C:29](=[CH:30][CH:31]=[CH:32][CH:33]=4)[N:28]=3)=[CH:21][CH:22]=2)[N:5]=1)[CH3:2] |f:1.2,3.4.5|. Procedure: A mixture of ethyl 3-[3-ethoxy-1-(4-hydroxybenzyl)-1H-pyrazol-4-yl]propionate (360 mg), 2-chloromethylquinoline hydrochloride (270 mg), potassium carbonate (300 mg) and N,N-dimethylformamide (10 ml) was stirred at 80° C. for 5 hours. The reaction mixture was poured into water, and extracted with ethyl acetate. The ethyl acetate layer was washed with saturated aqueous sodium chloride solution, dried (MgSO4), and concentrated. The residue was subjected to silica gel column chromatography to obtain... Starting materials: CC(N)C(=O)O, OCc1ccccc1, O=S(Cl)Cl. The product is CC(N)C(=O)OCc1ccccc1. As a reaction SMILES: [CH3:5][CH:6]([NH2:7])[C:8]([OH:9])=[O:10].[OH:11][CH2:12][c:13]1[cH:14][cH:15][cH:16][cH:17][cH:18]1.[S:1]([Cl:2])([Cl:3])=[O:4]>>[CH3:5][CH:6]([NH2:7])[C:8](=[O:9])[O:10][CH2:12][c:13]1[cH:14][cH:15][cH:16][cH:17][cH:18]1. The product is ClC=1C=C(COC2=CC=C(C=C2)[C@@H]2OC=3C(=CC=4C[C@H](N(CC4C3)S(=O)(=O)C)C(=O)N[C@H](C(=O)O)CC3=CC=C(C=C3)C3=C(C(=NC=C3)C)C)OC2)C=CC1Cl ((S)-2-({(3S,8S)-3-[4-(3,4-Dichloro-benzyloxy)-phenyl]-7-methanesulfonyl-2,3,6,7,8,9-hexahydro-[1,4]dioxino[2,3-g]isoquinoline-8-carbonyl}-amino)-3-[4-(2,3-dimethyl-pyridin-4-yl)-phenyl]-propionic acid). The reactants are Cl.Cl.COC([C@H](CC1=CC=C(C=C1)C1=C(C(=NC=C1)C)C)NC(=O)[C@H]1NCC=2C=C3C(=CC2C1)OC[C@@H](O3)C3=CC=C(C=C3)OCC3=CC(=C(C=C3)Cl)Cl)=O ((S)-2-({(3S,8S)-3-[4-(3,4-Dichloro-benzyloxy)-phenyl]-2,3,6,7,8,9-hexahydro-[1,4]dioxino[2,3-g]isoquinoline-8-carbonyl}-amino)-3-[4-(2,3-dimethyl-pyridin-4-yl)-phenyl]-propionic acid methyl ester bis hydrochloride), CS(=O)(=O)Cl (methanesulfonyl chloride), S(=O)(=O)(Cl)Cl (sulfonyl chloride). RXN SMILES: Cl.Cl.C[O:4][C:5](=[O:55])[C@@H:6]([NH:22][C:23]([C@@H:25]1[CH2:34][C:33]2[CH:32]=[C:31]3[O:35][CH2:36][C@H:37]([C:39]4[CH:44]=[CH:43][C:42]([O:45][CH2:46][C:47]5[CH:52]=[CH:51][C:50]([Cl:53])=[C:49]([Cl:54])[CH:48]=5)=[CH:41][CH:40]=4)[O:38][C:30]3=[CH:29][C:28]=2[CH2:27][NH:26]1)=[O:24])[CH2:7][C:8]1[CH:13]=[CH:12][C:11]([C:14]2[CH:19]=[CH:18][N:17]=[C:16]([CH3:20])[C:15]=2[CH3:21])=[CH:10][CH:9]=1.[CH3:56][S:57](Cl)(=[O:59])=[O:58].S(Cl)(Cl)(=O)=O>>[Cl:54][C:49]1[CH:48]=[C:47]([CH:52]=[CH:51][C:50]=1[Cl:53])[CH2:46][O:45][C:42]1[CH:43]=[CH:44][C:39]([C@H:37]2[CH2:36][O:35][C:31]3=[CH:32][C:33]4[CH2:34][C@@H:25]([C:23]([NH:22][C@@H:6]([CH2:7][C:8]5[CH:13]=[CH:12][C:11]([C:14]6[CH:19]=[CH:18][N:17]=[C:16]([CH3:20])[C:15]=6[CH3:21])=[CH:10][CH:9]=5)[C:5]([OH:4])=[O:55])=[O:24])[N:26]([S:57]([CH3:56])(=[O:59])=[O:58])[CH2:27][C:28]=4[CH:29]=[C:30]3[O:38]2)=[CH:40][CH:41]=1 |f:0.1.2|. Reported procedure: (S)-2-({(3S,8S)-3-[4-(3,4-Dichloro-benzyloxy)-phenyl]-2,3,6,7,8,9-hexahydro-[1,4]dioxino[2,3-g]isoquinoline-8-carbonyl}-amino)-3-[4-(2,3-dimethyl-pyridin-4-yl)-phenyl]-propionic acid methyl ester bis hydrochloride (25 mg) was reacted with methanesulfonyl chloride according to General Procedure E (with excess of sulfonyl chloride). The resulting compound was hydrolyzed according to General Procedure B to give the title compound (14 mg) LCMS (m/z): 819. Reactants: [Br-], C[N+](C)(C)Cc1ccccc1, ClCCl, CC(C)N(CCCl)C(C)C, [Na+], [OH-], O, N#CCc1ccc(-c2ccccc2)cc1. Product: CC(C)N(CCC(C#N)c1ccc(-c2ccccc2)cc1)C(C)C. Reaction SMILES: [Br-:28].[CH2:29]([N+:30]([CH3:31])([CH3:32])[CH3:33])[c:34]1[cH:35][cH:36][cH:37][cH:38][cH:39]1.[CH2:40]([Cl:41])[Cl:42].[Cl:16][CH2:17][CH2:18][N:19]([CH:20]([CH3:21])[CH3:22])[CH:23]([CH3:24])[CH3:25].[Na+:27].[OH-:26].[OH2:43].[c:1]1(-[c:10]2[cH:11][cH:12][cH:13][cH:14][cH:15]2)[cH:2][cH:3][c:4]([CH2:7][C:8]#[N:9])[cH:5][cH:6]1>>[c:1]1(-[c:10]2[cH:11][cH:12][cH:13][cH:14][cH:15]2)[cH:2][cH:3][c:4]([CH:7]([C:8]#[N:9])[CH2:17][CH2:18][N:19]([CH:20]([CH3:21])[CH3:22])[CH:23]([CH3:24])[CH3:25])[cH:5][cH:6]1. The reactants are O=C1OC2(CN3CCC2CC3)CN1c1ccc(Br)s1, OB(O)c1ccncc1. The product is O=C1OC2(CN3CCC2CC3)CN1c1ccc(-c2ccncc2)s1. RXN SMILES: [Br:1][c:2]1[cH:3][cH:4][c:5]([N:7]2[C:8](=[O:19])[O:9][C:10]3([CH2:11][N:12]4[CH2:13][CH2:14][CH:15]3[CH2:16][CH2:17]4)[CH2:18]2)[s:6]1.[n:20]1[cH:21][cH:22][c:23]([B:26]([OH:27])[OH:28])[cH:24][cH:25]1>>[c:2]1(-[c:23]2[cH:22][cH:21][n:20][cH:25][cH:24]2)[cH:3][cH:4][c:5]([N:7]2[C:8](=[O:19])[O:9][C:10]3([CH2:11][N:12]4[CH2:13][CH2:14][CH:15]3[CH2:16][CH2:17]4)[CH2:18]2)[s:6]1. Product: FC(F)(F)CCSCc1ccc(Cl)cn1. RXN SMILES: [Br:1][CH2:2][c:3]1[n:4][cH:5][c:6]([Cl:9])[cH:7][cH:8]1.[CH3:25][O-:26].[CH3:29][OH:30].[ClH:28].[F:10][C:11]([CH2:12][CH2:13][SH:14]=[C:15]([c:16]1[cH:17][cH:18][cH:19][cH:20][cH:21]1)[O-:22])([F:23])[F:24].[Na+:27]>>[CH2:2]([c:3]1[n:4][cH:5][c:6]([Cl:9])[cH:7][cH:8]1)[S:14][CH2:13][CH2:12][C:11]([F:10])([F:23])[F:24]. The reactants are Clc1ccc(CBr)nc1, C[O-], CO, Cl, [O-]C(=[SH]CCC(F)(F)F)c1ccccc1, [Na+]. The reactants are C(#N)C12C3C(NC(C3C(C=C1)CC2)=O)=O (1-cyano-4-azatricyclo[5.2.2.02,6 ]undec-8-ene-3,5-dione), [H-].[H-].[H-].[H-].[Li+].[Al+3] (LiAlH4), 1-B. Yields the product NCC12C3CNCC3C(C=C1)CC2 (1-Aninomethyl-4-azatricyclo[5.2.2.02,6 ]undec-8-ene). As a reaction SMILES: [C:1]([C:3]12[CH2:13][CH2:12][CH:9]([CH:10]=[CH:11]1)[CH:8]1[CH:4]2[C:5](=O)[NH:6][C:7]1=O)#[N:2].[H-].[H-].[H-].[H-].[Li+].[Al+3]>>[NH2:2][CH2:1][C:3]12[CH2:13][CH2:12][CH:9]([CH:10]=[CH:11]1)[CH:8]1[CH:4]2[CH2:5][NH:6][CH2:7]1 |f:1.2.3.4.5.6|. Procedure details: 15.4 g (76.2 mmol) of 1-cyano-4-azatricyclo[5.2.2.02,6 ]undec-8-ene-3,5-dione are reduced with LiAlH4 as described under Z 1-B and the mixture is worked up accordingly.